From a dataset of the Open Reaction Database (ORD), a public repository of structured organic reaction records. describe an organic reaction: reactants, conditions, products, and yield Reactants: C(C)N(CC(C)N1C2=CC=CC=C2SC=2C=CC(=CC12)C(N)=S)CC (10-(1-diethylamino-2-propyl)-2-phenothiazinecarbothioamide), C(CC)N (propylamine), S (hydrogen sulphide). Solvent: C(C)O (ethanol). Run at temperature 100 celsius. Product: C(C)N(CC(C)N1C2=CC=CC=C2SC=2C=CC(=CC12)C(NCCC)=S)CC (10-(1-Diethylamino-2-propyl)-N-propyl-2-phenothiazinecarbothioamide). Reaction SMILES: [CH2:1]([N:3]([CH2:24][CH3:25])[CH2:4][CH:5]([N:7]1[C:20]2[CH:19]=[C:18]([C:21](=[S:23])[NH2:22])[CH:17]=[CH:16][C:15]=2[S:14][C:13]2[C:8]1=[CH:9][CH:10]=[CH:11][CH:12]=2)[CH3:6])[CH3:2].[CH2:26](N)[CH2:27][CH3:28].S>C(O)C>[CH2:24]([N:3]([CH2:1][CH3:2])[CH2:4][CH:5]([N:7]1[C:20]2[CH:19]=[C:18]([C:21](=[S:23])[NH:22][CH2:26][CH2:27][CH3:28])[CH:17]=[CH:16][C:15]=2[S:14][C:13]2[C:8]1=[CH:9][CH:10]=[CH:11][CH:12]=2)[CH3:6])[CH3:25]. Reported procedure: A solution of 10-(1-diethylamino-2-propyl)-2-phenothiazinecarbothioamide acid fumarate, L series (0.56 g) and propylamine (1.4 cc) in absolute ethanol (10 cc) is saturated with hydrogen sulphide and heated for 16 hours to a temperature in the region of 100° C. After cooling, the mixture is concentrated to dryness under reduced pressure (30 mm Hg; 4 kPa) at 40° C. The residual orange oil is purified by chromatography on a column (height: 25 cm; diameter: 1 cm) of silica gel (0.04-0.063 mm) with a... The reactants are Ru(OAc)2((R)-dm-binap), stainless steel, C(C1=CC=CC=C1)(=O)CC(=O)OC (methyl benzoylacetate), C(C)(=O)[O-].[NH4+] (ammonium acetate). The solvent is CO (methanol). Conditions: temperature 80 celsius, time 1 hour. The product is N[C@@H](CC(=O)OC)C1=CC=CC=C1 (methyl (3S)-3-amino-3-phenylpropionate). Isolated yield 40.0%. As a reaction SMILES: [C:1]([CH2:9][C:10]([O:12][CH3:13])=[O:11])(=O)[C:2]1[CH:7]=[CH:6][CH:5]=[CH:4][CH:3]=1.C([O-])(=O)C.[NH4+:18]>CO>[NH2:18][C@H:1]([C:2]1[CH:7]=[CH:6][CH:5]=[CH:4][CH:3]=1)[CH2:9][C:10]([O:12][CH3:13])=[O:11] |f:1.2|. Procedure: Ru(OAc)2((R)-dm-binap) (13.4 mg, 0.0140 mmol), methyl benzoylacetate (500 mg, 2.806 mmol), ammonium acetate (216 mg, 2.806 mmol) and methanol (2.5 mL) were placed in a 100 mL stainless steel autoclave under nitrogen atmosphere, and the mixture was stirred at 80° C. for 1 hour. The reaction mixture was cooled down to room temperature and further stirred under a hydrogen pressure of 3 MPa at 80° C. for 15 hours. After completion of the reaction, the solvent was removed by evaporation and the resid... The reactants are C1CCOC1, CO, COC(=O)c1[nH]c(C(=O)NCCO)cc1Cl, [Li+], [OH-]. Product: O=C(NCCO)c1cc(Cl)c(C(=O)O)[nH]1. Reaction SMILES: [CH2:19]1[O:20][CH2:21][CH2:22][CH2:23]1.[CH3:24][OH:25].[Cl:3][c:4]1[c:5]([C:15](=[O:16])[O:17][CH3:18])[nH:6][c:7]([C:9](=[O:10])[NH:11][CH2:12][CH2:13][OH:14])[cH:8]1.[Li+:2].[OH-:1]>>[Cl:3][c:4]1[c:5]([C:15](=[O:16])[OH:17])[nH:6][c:7]([C:9](=[O:10])[NH:11][CH2:12][CH2:13][OH:14])[cH:8]1. The reactants are OCCBr, CN(C)C(=O)c1cc2cnc(Nc3ccc(C4CCNCC4)cn3)nc2n1C1CCCC1. Yields the product CN(C)C(=O)c1cc2cnc(Nc3ccc(C4CCN(CCO)CC4)cn3)nc2n1C1CCCC1. As a reaction SMILES: [Br:33][CH2:34][CH2:35][OH:36].[CH3:1][N:2]([C:3](=[O:4])[c:5]1[cH:6][c:7]2[c:8]([n:9][c:10]([NH:13][c:14]3[cH:15][cH:16][c:17]([CH:20]4[CH2:21][CH2:22][NH:23][CH2:24][CH2:25]4)[cH:18][n:19]3)[n:11][cH:12]2)[n:26]1[CH:27]1[CH2:28][CH2:29][CH2:30][CH2:31]1)[CH3:32]>>[CH3:1][N:2]([C:3](=[O:4])[c:5]1[cH:6][c:7]2[c:8]([n:9][c:10]([NH:13][c:14]3[cH:15][cH:16][c:17]([CH:20]4[CH2:21][CH2:22][N:23]([CH2:34][CH2:35][OH:36])[CH2:24][CH2:25]4)[cH:18][n:19]3)[n:11][cH:12]2)[n:26]1[CH:27]1[CH2:28][CH2:29][CH2:30][CH2:31]1)[CH3:32]. Reactants: N1=CC=C(C=C1)N1N=CC2=CC3=C(C=C12)CCCC1(OCCO1)C3 (1-(Pyridin-4-yl)-5,7,8,9-tetrahydro-1H-spiro[cyclohepta[f]indazole-6,2′-[1,3]dioxolane]), O.CC1=CC=C(C=C1)S(=O)(=O)O (4-methylbenzenesulfonic acid hydrate). Solvent: CC(=O)C (acetone). Conditions: temperature 60 celsius, time 16 hour. The product is N1=CC=C(C=C1)N1N=CC2=CC3=C(C=C12)CCCC(C3)=O (1-(pyridin-4-yl)-5,7,8,9-tetrahydrocyclohepta[f]indazol-6(1H)-one). Isolated yield 95.4%. As a reaction SMILES: [N:1]1[CH:6]=[CH:5][C:4]([N:7]2[C:15]3[C:10](=[CH:11][C:12]4[CH2:24][C:19]5(OCC[O:20]5)[CH2:18][CH2:17][CH2:16][C:13]=4[CH:14]=3)[CH:9]=[N:8]2)=[CH:3][CH:2]=1.O.CC1C=CC(S(O)(=O)=O)=CC=1>CC(C)=O>[N:1]1[CH:6]=[CH:5][C:4]([N:7]2[C:15]3[C:10](=[CH:11][C:12]4[CH2:24][C:19](=[O:20])[CH2:18][CH2:17][CH2:16][C:13]=4[CH:14]=3)[CH:9]=[N:8]2)=[CH:3][CH:2]=1 |f:1.2|. Procedure details: 1-(Pyridin-4-yl)-5,7,8,9-tetrahydro-1H-spiro[cyclohepta[f]indazole-6,2′-[1,3]dioxolane] (31.8 g, 99 mmol) and 4-methylbenzenesulfonic acid hydrate (23.8 g, 125 mmol) were added to a round bottom flask followed by the addition of acetone (250 mL). The mixture was heated to about 60° C. for about 2 h, then about 45° C. for about 16 h. The reaction mixture was cooled to rt, filtered and the resulting solids were collected. The solids were taken into EtOAc/MeOH and neutralized with sat. aq. NaHCO3. ... Reactants: O1C=C(C=C1)C1CNCCN1 (3-(3-furanyl)piperazine), C(C)N1C=C(C(C2=CC(=C(C=C12)F)F)=O)C(=O)O (1-ethyl-6,7-difluoro-1,4-dihydro-4-oxo-3-quinolinecarboxylic acid). Solvent: N1=CC=CC=C1 (pyridine). Yields the product C(C)N1C=C(C(C2=CC(=C(C=C12)N1CC(NCC1)C1=COC=C1)F)=O)C(=O)O (1-Ethyl-6-fluoro-1,4-dihydro-4-oxo-7-[3-(3-furanyl)-1-piperazinyl]-3-quinolinecarboxylic acid). Yield: 32.0%. RXN SMILES: [O:1]1[CH:5]=[CH:4][C:3]([CH:6]2[NH:11][CH2:10][CH2:9][NH:8][CH2:7]2)=[CH:2]1.[CH2:12]([N:14]1[C:23]2[C:18](=[CH:19][C:20]([F:25])=[C:21](F)[CH:22]=2)[C:17](=[O:26])[C:16]([C:27]([OH:29])=[O:28])=[CH:15]1)[CH3:13]>N1C=CC=CC=1>[CH2:12]([N:14]1[C:23]2[C:18](=[CH:19][C:20]([F:25])=[C:21]([N:8]3[CH2:9][CH2:10][NH:11][CH:6]([C:3]4[CH:4]=[CH:5][O:1][CH:2]=4)[CH2:7]3)[CH:22]=2)[C:17](=[O:26])[C:16]([C:27]([OH:29])=[O:28])=[CH:15]1)[CH3:13]. Procedure details: A mixture of 592 mg of 3-(3-furanyl)piperazine, 329 mg of 1-ethyl-6,7-difluoro-1,4-dihydro-4-oxo-3-quinolinecarboxylic acid and 8 ml of pyridine was heated in a pressure bottle at 95°-100° C. for 18 hours and then purified as described in Example 65, giving 160 mg of the desired product, mp 202°-204° C. The product is ClC1=C(OC(C(=O)OC)C2=CC(=CC=C2)Cl)C(=CC(=C1)CO)CCC (methyl 2-(2-chloro-4-hydroxymethyl-6-propyl-phenoxy) -2-(3-chlorophenyl)acetate). Reactants: ClC=1C=C(CO)C=C(C1O)CCC (3-chloro-4-hydroxy-5-propylbenzyl alcohol), BrC(C(=O)OC)C1=CC(=CC=C1)Cl (methyl α-bromo-(3-chlorophenyl)acetate), C([O-])([O-])=O.[K+].[K+] (potassium carbonate). Reaction SMILES: [Cl:1][C:2]1[CH:3]=[C:4]([CH:7]=[C:8]([CH2:11][CH2:12][CH3:13])[C:9]=1[OH:10])[CH2:5][OH:6].Br[CH:15]([C:20]1[CH:25]=[CH:24][CH:23]=[C:22]([Cl:26])[CH:21]=1)[C:16]([O:18][CH3:19])=[O:17].C(=O)([O-])[O-].[K+].[K+]>CC(C)=O>[Cl:1][C:2]1[CH:3]=[C:4]([CH2:5][OH:6])[CH:7]=[C:8]([CH2:11][CH2:12][CH3:13])[C:9]=1[O:10][CH:15]([C:20]1[CH:25]=[CH:24][CH:23]=[C:22]([Cl:26])[CH:21]=1)[C:16]([O:18][CH3:19])=[O:17] |f:2.3.4|. Reported procedure: To a magnetically stirred solution of 0.600 g (2.99 mmol) of the product of Step B in 6 mL acetone was added 0.869 g (3.30 mmol) of methyl α-bromo-(3-chlorophenyl)acetate, 0.829 g (6.00 mmol) of potassium carbonate and the reaction mixture was heated at reflux for 4 hours. The reaction mixture was cooled to room temperature, filtered and evaporated. The residue was purified on a silica gel flash chromatography column eluted with 15% EtOAc-hexane. Evaporation of the purified fractions and drying ... Yield: 80.7%. The solvent is CC(=O)C (acetone). Starting materials: C(C)(=O)C1=C(OCC(COC2=CC=CC3=C2C(C=C(O3)C(=O)OCC)=O)O)C=CC=C1O (ethyl 5-(3-[2-acetyl-3-hydroxyphenoxy]-2-hydroxypropoxy)-4-oxo-4H-1-benzopyran-2-carboxylate), C([O-])(O)=O.[Na+] (sodium bicarbonate). The solvent is O (water). Yields the product C(C)(=O)C1=C(OCC(COC2=CC=CC3=C2C(C=C(O3)C(=O)[O-])=O)O)C=CC=C1O.[Na+] (sodium 5-(3-[2-acetyl-3-hydroxyphenoxy]-2-hydroxypropoxy)-4-oxo-4H-1-benzopyran-2-carboxylate). As a reaction SMILES: [C:1]([C:4]1[C:31]([OH:32])=[CH:30][CH:29]=[CH:28][C:5]=1[O:6][CH2:7][CH:8]([OH:27])[CH2:9][O:10][C:11]1[C:16]2[C:17](=[O:26])[CH:18]=[C:19]([C:21]([O:23]CC)=[O:22])[O:20][C:15]=2[CH:14]=[CH:13][CH:12]=1)(=[O:3])[CH3:2].C(=O)(O)[O-].[Na+:37]>O>[C:1]([C:4]1[C:31]([OH:32])=[CH:30][CH:29]=[CH:28][C:5]=1[O:6][CH2:7][CH:8]([OH:27])[CH2:9][O:10][C:11]1[C:16]2[C:17](=[O:26])[CH:18]=[C:19]([C:21]([O-:23])=[O:22])[O:20][C:15]=2[CH:14]=[CH:13][CH:12]=1)(=[O:3])[CH3:2].[Na+:37] |f:1.2,4.5|. Reported procedure: 32.0 parts of ethyl 5-(3-[2-acetyl-3-hydroxyphenoxy]-2-hydroxypropoxy)-4-oxo-4H-1-benzopyran-2-carboxylate were refluxed with a solution of 6.08 parts of sodium bicarbonate in 200 parts of water for eighteen hours. The solution was filtered hot and cooled. The solid obtained was collected by filtration and crystallised from water containing a small quantity of ethanol to give 9.2 parts of sodium 5-(3-[2-acetyl-3-hydroxyphenoxy]-2-hydroxypropoxy)-4-oxo-4H-1-benzopyran-2-carboxylate, m.pt. 178°-18... Starting materials: O=C(Cl)CCc1ccccc1, C1CCOC1, CC(C)[Mg+], [Cl-], [Cl-], Cl[Cu], [Li+]. Yields the product CC(C)C(=O)CCc1ccccc1. RXN SMILES: [C:8]([CH2:9][CH2:10][c:11]1[cH:12][cH:13][cH:14][cH:15][cH:16]1)(=[O:17])[Cl:18].[CH2:19]1[O:20][CH2:21][CH2:22][CH2:23]1.[CH:4]([CH3:5])([CH3:6])[Mg+:7].[Cl-:2].[Cl-:3].[Cl:24][Cu:25].[Li+:1]>>[CH:4]([CH3:5])([CH3:6])[C:8]([CH2:9][CH2:10][c:11]1[cH:12][cH:13][cH:14][cH:15][cH:16]1)=[O:17]. Starting materials: FC1=NC=CC(=C1)CCCO (2-fluoro-4-(3-hydroxypropyl)pyridine), CS(=O)(=O)OCCC1=CC(=NC=C1)F (2-(2-fluoropyridin-4-yl)ethyl methylsulfonate). Yields the product CS(=O)(=O)OCCCC1=CC(=NC=C1)F (3-(2-fluoropyridin-4-yl)propyl methylsulfonate). The yield is 69.0%. As a reaction SMILES: [F:1][C:2]1[CH:7]=[C:6]([CH2:8][CH2:9][CH2:10][OH:11])[CH:5]=[CH:4][N:3]=1.[CH3:12][S:13](OCCC1C=CN=C(F)C=1)(=[O:15])=[O:14]>>[CH3:12][S:13]([O:11][CH2:10][CH2:9][CH2:8][C:6]1[CH:5]=[CH:4][N:3]=[C:2]([F:1])[CH:7]=1)(=[O:15])=[O:14]. Procedure details: This compound was prepared, starting from compound 48 (5.00 g, 32.2 mmol), according to the procedure developed for compound 43. Reaction time at 0° C.: 30 min; the purification was performed using column chromatography (SiO2, AcOEt/pentane, 8/2, v/v) to give compound 49 (4.82 g, 20.7 mmol) as a yellow oil. Yield 69%; Rf (SiO2, AcOEt/pentane, 8/2, v/v) 0.58; IR (CCl4) ν 1179, 1351, 1371, 1413, 1613 cm−1; 1H NMR (200 MHz, CDCl3) δ 2.12 (m, 2H), 2.83 (t, 2H, J=7.3 Hz), 3.05 (s, 3H), 4.28 (t, 2H, J...